This data is from the Open Reaction Database (ORD), a public repository of structured organic reaction records. The task is: describe an organic reaction: reactants, conditions, products, and yield Starting materials: [Br-].BrC=1C(=C(C=C(C1)C#N)C[P+](C1=CC=CC=C1)(C1=CC=CC=C1)C1=CC=CC=C1)NC(C(F)(F)F)=O (({3-bromo-5-cyano-2-[(trifluoroacetyl)amino]phenyl}methyl)(triphenyl)phosphonium bromide), [Br-].BrC=1C(=C(C=C(C1)C#N)C[P+](C1=CC=CC=C1)(C1=CC=CC=C1)C1=CC=CC=C1)NC(C(F)(F)F)=O (({3-bromo-5-cyano-2-[(trifluoroacetyl)amino]phenyl}methyl)(triphenyl)phosphonium bromide). Solvent: CN(C)C=O (DMF). Run at temperature 130 celsius, time 3 hour. Yields the product FC(C=1NC2=C(C=C(C=C2C1)C#N)Br)(F)F (2-(Trifluoromethyl)-5-cyano-7-bromo-1H-indole). Isolated yield 36.2%. Reaction SMILES: [Br-].[Br:2][C:3]1[C:4]([NH:31][C:32](=O)[C:33]([F:36])([F:35])[F:34])=[C:5]([CH2:11][P+](C2C=CC=CC=2)(C2C=CC=CC=2)C2C=CC=CC=2)[CH:6]=[C:7]([C:9]#[N:10])[CH:8]=1>CN(C=O)C>[F:34][C:33]([F:36])([F:35])[C:32]1[NH:31][C:4]2[C:5]([CH:11]=1)=[CH:6][C:7]([C:9]#[N:10])=[CH:8][C:3]=2[Br:2] |f:0.1|. Procedure details: ({3-bromo-5-cyano-2-[(trifluoroacetyl)amino]phenyl}methyl)(triphenyl)phosphonium bromide (Intermediate 3, 37.2 g) was dissolved in DMF (150 mL) and the reaction mixture was heated to 130° C. stirring for 3 h. The reaction mixture was allowed to cool to room temperature then quenched with water (400 mL). The reaction mixture was then extracted with ethyl acetate (3×300 mL). The organic extract was washed with a 1:1 mixture of water:brine (2×600 mL), dried (MgSO4), filtered and the solvent was rem...